From a dataset of the Open Reaction Database (ORD), a public repository of structured organic reaction records. describe an organic reaction: reactants, conditions, products, and yield Starting materials: C(C)(=O)O[C@H]1[C@H](OC2=CC(=CC=C2)I)SC[C@H]([C@@H]1OC(C)=O)OC(C)=O (3-iodophenyl 2,3,4-tri-O-acetyl-5-thio-β-D-xylopyranoside), CC1=NOC(=C1B(O)O)C (3,5-dimethyl-4-isoxazoleboronic acid). Yields the product C(C)(=O)O[C@H]1[C@H](OC2=CC(=CC=C2)C=2C(=NOC2C)C)SC[C@H]([C@@H]1OC(C)=O)OC(C)=O (3-(3,5-Dimethyl-4-isoxazolyl)phenyl 2,3,4-tri-O-acetyl-5-thio-β-D-xylopyranoside). Yield: 53.0%. As a reaction SMILES: [C:1]([O:4][C@@H:5]1[C@@H:18]([O:19][C:20](=[O:22])[CH3:21])[C@H:17]([O:23][C:24](=[O:26])[CH3:25])[CH2:16][S:15][C@H:6]1[O:7][C:8]1[CH:13]=[CH:12][CH:11]=[C:10](I)[CH:9]=1)(=[O:3])[CH3:2].[CH3:27][C:28]1[C:32](B(O)O)=[C:31]([CH3:36])[O:30][N:29]=1>>[C:1]([O:4][C@@H:5]1[C@@H:18]([O:19][C:20](=[O:22])[CH3:21])[C@H:17]([O:23][C:24](=[O:26])[CH3:25])[CH2:16][S:15][C@H:6]1[O:7][C:8]1[CH:13]=[CH:12][CH:11]=[C:10]([C:32]2[C:28]([CH3:27])=[N:29][O:30][C:31]=2[CH3:36])[CH:9]=1)(=[O:3])[CH3:2]. Procedure details: By carrying out the operation analogously to example 13, starting from 3-iodophenyl 2,3,4-tri-O-acetyl-5-thio-β-D-xylopyranoside, obtained according to preparation I, and 3,5-dimethyl-4-isoxazoleboronic acid, the expected product is obtained in the form of a pink powder with a yield of 53%.